This data is from the Open Reaction Database (ORD), a public repository of structured organic reaction records. The task is: describe an organic reaction: reactants, conditions, products, and yield The reactants are solid, Cl.Cl.Cl.O1COC2=C1C=CC=C2N2CCN(CC2)CC[C@@H]2CC[C@H](CC2)N (Trans-4-[2-(4-Benzo[1,3]dioxol-4-yl-piperazin-1-yl)-ethyl]-cyclohexylamine trihydrochloride), Cl.Cl.Cl.O1COC2=C1C=CC=C2N2CCN(CC2)CC[C@@H]2CC[C@H](CC2)N (Trans-4-[2-(4-Benzo[1,3]dioxol-4-yl-piperazin-1-yl)-ethyl]-cyclohexylamine trihydrochloride), OC(CC(=O)O)(C)C (3-hydroxy-3-methylbutanoic acid). The product is O1COC2=C1C=CC=C2N2CCN(CC2)CC[C@@H]2CC[C@H](CC2)NC(CC(C)(C)O)=O (Trans-N-{4-[2-(4-Benzo[1,3]dioxol-4-yl-piperazin-1-yl)-ethyl]-cyclohexyl}-3-hydroxy-3-methyl-butyramide). RXN SMILES: Cl.Cl.Cl.[O:4]1[C:8]2[CH:9]=[CH:10][CH:11]=[C:12]([N:13]3[CH2:18][CH2:17][N:16]([CH2:19][CH2:20][C@H:21]4[CH2:26][CH2:25][C@H:24]([NH2:27])[CH2:23][CH2:22]4)[CH2:15][CH2:14]3)[C:7]=2[O:6][CH2:5]1.[OH:28][C:29]([CH3:35])([CH3:34])[CH2:30][C:31](O)=[O:32]>>[O:4]1[C:8]2[CH:9]=[CH:10][CH:11]=[C:12]([N:13]3[CH2:18][CH2:17][N:16]([CH2:19][CH2:20][C@H:21]4[CH2:26][CH2:25][C@H:24]([NH:27][C:31](=[O:32])[CH2:30][C:29]([OH:28])([CH3:35])[CH3:34])[CH2:23][CH2:22]4)[CH2:15][CH2:14]3)[C:7]=2[O:6][CH2:5]1 |f:0.1.2.3|. Reported procedure: The title compound, white solid (15 mg, 49.7%), MS (ISP) m/z=432.4 [(M+H)+], was prepared in accordance with the general method of example 1 from Trans-4-[2-(4-Benzo[1,3]dioxol-4-yl-piperazin-1-yl)-ethyl]-cyclohexylamine hydrochloride (Intermediate A) (25.8 mg, 0.070 mmol) and 3-hydroxy-3-methylbutanoic acid. Reactants: CC(=O)O, COc1cc(-c2csc3c(C(=O)NC4CCNC4)cnc(N)c23)ccc1NC(=O)c1cc2ccccc2n1C. Product: COc1cc(-c2csc3c(C(=O)NC4CCN(C(C)=O)C4)cnc(N)c23)ccc1NC(=O)c1cc2ccccc2n1C. RXN SMILES: [CH3:40][C:41]([OH:42])=[O:43].[NH2:1][c:2]1[n:3][cH:4][c:5]([C:32](=[O:33])[NH:34][CH:35]2[CH2:36][NH:37][CH2:38][CH2:39]2)[c:6]2[c:7]1[c:8](-[c:11]1[cH:12][c:13]([O:30][CH3:31])[c:14]([NH:17][C:18](=[O:19])[c:20]3[n:21]([CH3:29])[c:22]4[cH:23][cH:24][cH:25][cH:26][c:27]4[cH:28]3)[cH:15][cH:16]1)[cH:9][s:10]2>>[NH2:1][c:2]1[n:3][cH:4][c:5]([C:32](=[O:33])[NH:34][CH:35]2[CH2:36][N:37]([C:41]([CH3:40])=[O:42])[CH2:38][CH2:39]2)[c:6]2[c:7]1[c:8](-[c:11]1[cH:12][c:13]([O:30][CH3:31])[c:14]([NH:17][C:18](=[O:19])[c:20]3[n:21]([CH3:29])[c:22]4[cH:23][cH:24][cH:25][cH:26][c:27]4[cH:28]3)[cH:15][cH:16]1)[cH:9][s:10]2.